From a dataset of the Open Reaction Database (ORD), a public repository of structured organic reaction records. describe an organic reaction: reactants, conditions, products, and yield Reactants: C(C)OC(=O)[C@H](CCC1=CC=CC=C1)N[C@@H](C)C(=O)N1[C@@H](SC(=N1)C1=CC=C(C=C1)SC)C(=O)OC(C)(C)C (t-Butyl 3-[N-(1-(S)-ethoxycarbonyl-3-phenylpropyl)-L-alanyl]-2,3-dihydro-5-[4-(methylthio]phenyl]-1,3,4-thiadiazole-2-(S)-carboxylate), Cl (hydrogen chloride). Solvent: C(C)OCC (diethyl ether). Yields the product C(C)OC(=O)[C@H](CCC1=CC=CC=C1)N[C@@H](C)C(=O)N1[C@@H](SC(=N1)C1=CC=C(C=C1)SC)C(=O)O (3-[N-(1-(S)-Ethoxycarbonyl-3-phenylpropyl)-L-alanyl]-2,3-dihydro-5-[4-(methylthio)phenyl]-1,3,4-thiadiazole-2-(S)-carboxylic acid). Yield: 11.1%. Reaction SMILES: [CH2:1]([O:3][C:4]([C@@H:6]([NH:15][C@H:16]([C:18]([N:20]1[N:24]=[C:23]([C:25]2[CH:30]=[CH:29][C:28]([S:31][CH3:32])=[CH:27][CH:26]=2)[S:22][C@H:21]1[C:33]([O:35]C(C)(C)C)=[O:34])=[O:19])[CH3:17])[CH2:7][CH2:8][C:9]1[CH:14]=[CH:13][CH:12]=[CH:11][CH:10]=1)=[O:5])[CH3:2].Cl>C(OCC)C>[CH2:1]([O:3][C:4]([C@@H:6]([NH:15][C@H:16]([C:18]([N:20]1[N:24]=[C:23]([C:25]2[CH:26]=[CH:27][C:28]([S:31][CH3:32])=[CH:29][CH:30]=2)[S:22][C@H:21]1[C:33]([OH:35])=[O:34])=[O:19])[CH3:17])[CH2:7][CH2:8][C:9]1[CH:14]=[CH:13][CH:12]=[CH:11][CH:10]=1)=[O:5])[CH3:2]. Reported procedure: A solution of the product (1.0 g) from step (f) in dry diethyl ether (50 ml) was saturated with hydrogen chloride for 3 hours. The solvent was evaporated and the residue was purified by chromatography to give the title compound (0.1 g) as a pale yellow solid. mp 163°-164° Reactants: C(=O)NC=1SC=C(N1)C(C(=O)NC1[C@@H]2N(C(=C(CS2)CSC2=NN=NN2C)C(=O)O)C1=O)=NOCCNC(=O)OC(C)(C)C (7-[2-(2-formamidothiazol-4-yl)-2-(2-tert-butoxycarbonylaminoethoxyimino)acetamido]-3-(1-methyl-1H-tetrazol-5-yl)thiomethyl-3-cephem-4-carboxylic acid), Cl (hydrochloric acid). Solvent: CO (methanol). The product is NC=1SC=C(N1)C(C(=O)NC1[C@@H]2N(C(=C(CS2)CSC2=NN=NN2C)C(=O)O)C1=O)=NOCCN (7-[2-(2-aminothiazol-4-yl)-2-(2-aminoethoxyimino)acetamido]-3-(1-methyl-1H-tetrazol-5-yl)thiomethyl-3-cephem-4-carboxylic acid). Isolated yield 33.3%. RXN SMILES: C([NH:3][C:4]1[S:5][CH:6]=[C:7]([C:9](=[N:33][O:34][CH2:35][CH2:36][NH:37]C(OC(C)(C)C)=O)[C:10]([NH:12][CH:13]2[C:31](=[O:32])[N:15]3[C:16]([C:28]([OH:30])=[O:29])=[C:17]([CH2:20][S:21][C:22]4[N:26]([CH3:27])[N:25]=[N:24][N:23]=4)[CH2:18][S:19][C@H:14]23)=[O:11])[N:8]=1)=O.Cl>CO>[NH2:3][C:4]1[S:5][CH:6]=[C:7]([C:9](=[N:33][O:34][CH2:35][CH2:36][NH2:37])[C:10]([NH:12][CH:13]2[C:31](=[O:32])[N:15]3[C:16]([C:28]([OH:30])=[O:29])=[C:17]([CH2:20][S:21][C:22]4[N:26]([CH3:27])[N:25]=[N:24][N:23]=4)[CH2:18][S:19][C@H:14]23)=[O:11])[N:8]=1. Procedure: A solution of 7-[2-(2-formamidothiazol-4-yl)-2-(2-tert-butoxycarbonylaminoethoxyimino)acetamido]-3-(1-methyl-1H-tetrazol-5-yl)thiomethyl-3-cephem-4-carboxylic acid (syn isomer, 2.6 g.), conc. hydrochloric acid (2 g.) and methanol (40 ml.) was stirred at room temperature for 3 hours. After evaporating the solvent in vacuo, methanol was added to the residue and mixture was evaporated in vacuo again. The residue was dissolved in water (30 ml.) and adjusted to pH 3.5 with a saturated sodium bicarbon... Reactants: SC1=CC(=NC=2N1N=C(N2)C)C(=O)OC (Methyl 7-mercapto-2-methyl-s-triazolo[1,5-a]pyrimidine-5-carboxylate), NO (hydroxylamine), Cl (hydrochloric acid). Run in CO (methanol). Product: ONC(=O)C1=NC=2N(C(=C1)S)N=C(N2)C (N-hydroxy-7-mercapto-2-methyl-s-triazolo[1,5-a]pyrimidine-5-carboxamide). Yield: 107.5%. RXN SMILES: [SH:1][C:2]1[N:7]2[N:8]=[C:9]([CH3:11])[N:10]=[C:6]2[N:5]=[C:4]([C:12]([O:14]C)=O)[CH:3]=1.[NH2:16][OH:17].Cl>CO>[OH:17][NH:16][C:12]([C:4]1[CH:3]=[C:2]([SH:1])[N:7]2[N:8]=[C:9]([CH3:11])[N:10]=[C:6]2[N:5]=1)=[O:14]. Reported procedure: Methyl 7-mercapto-2-methyl-s-triazolo[1,5-a]pyrimidine-5-carboxylate (500 mg) (2.23 mmol) are suspended in 100 ml of absolute methanol. 2.95 mg (8.9 mmol) of hydroxylamine are added within 4 days while stirring. The reaction mixture is acidified (pH 6) with 3N aqueous hydrochloric acid. The product is filtered off under suction and washed in succession with water, methanol and diethyl ether. There are obtained 540 mg of N-hydroxy-7-mercapto-2-methyl-s-triazolo[1,5-a]pyrimidine-5-carboxamide as y... Reactants: C1CCOC1, CC(C)[N-]C(C)C, COc1ccc2nc(C)ccc2c1, [Li+], O=P([O-])([O-])[O-], O=S(=O)(c1ccccc1)N1OC1c1ccccc1. Yields the product COc1ccc2nc(CO)ccc2c1. Reaction SMILES: [CH2:45]1[O:46][CH2:47][CH2:48][CH2:49]1.[CH3:15][CH:16]([N-:17][CH:18]([CH3:19])[CH3:20])[CH3:21].[CH3:1][O:2][c:3]1[cH:4][c:5]2[cH:6][cH:7][c:8]([CH3:13])[n:9][c:10]2[cH:11][cH:12]1.[Li+:14].[O-:40][P:41](=[O:42])([O-:43])[O-:44].[c:22]1([S:23]([N:24]2[CH:25]([c:26]3[cH:27][cH:28][cH:30][cH:31][cH:32]3)[O:33]2)(=[O:29])=[O:34])[cH:35][cH:36][cH:37][cH:38][cH:39]1>>[CH3:1][O:2][c:3]1[cH:4][c:5]2[cH:6][cH:7][c:8]([CH2:13][OH:29])[n:9][c:10]2[cH:11][cH:12]1. Starting materials: C[C@]12CC[C@@H](C1(C)C)CC2C(=C)C(=O)[O-] (isobornyl acrylate), C(C=C)(=O)OC (methyl acrylate), C(C=C)(=O)O (acrylic acid), CCCCCCCCCC(C)C (isododecane), C(C)C(C(=O)OOC(C)(CCC(C)(C)OOC(C(CCCC)CC)=O)C)CCCC (2,5-bis(2-ethylhexanoylperoxy)-2,5-dimethylhexane). The product is C[C@]12CC[C@@H](C1(C)C)CC2C(=C)C(=O)[O-].C(C=C)(=O)O.C(C=C)(=O)OC (isobornyl acrylate acrylic acid methyl acrylate). Reaction SMILES: [CH3:1][C@@:2]12[CH:10]([C:11]([C:13]([O-:15])=[O:14])=[CH2:12])[CH2:9][C@H:5]([C:6]1([CH3:8])[CH3:7])[CH2:4][CH2:3]2.[C:16]([O:20][CH3:21])(=[O:19])[CH:17]=[CH2:18].C(O)(=O)C=C.CCCCCCCCCC(C)C.C(C(CCCC)C(OOC(C)(CCC(OOC(=O)C(CC)CCCC)(C)C)C)=O)C>>[CH3:1][C@@:2]12[CH:10]([C:11]([C:13]([O-:15])=[O:14])=[CH2:12])[CH2:9][C@H:5]([C:6]1([CH3:7])[CH3:8])[CH2:4][CH2:3]2.[C:16]([OH:20])(=[O:19])[CH:17]=[CH2:18].[C:16]([O:20][CH3:21])(=[O:19])[CH:17]=[CH2:18] |f:5.6.7|. Reported procedure: 18 g of isobornyl acrylate, 71.1 g of methyl acrylate, 0.9 g of acrylic acid, 90 g of isododecane and 1.2 g of 2,5-bis(2-ethylhexanoylperoxy)-2,5-dimethylhexane were then introduced into the above mixture, still at 90° C. and over 1 hour. Reactants: CCO, Cl, Cl, NO, [Na+], [OH-], O, O=C1CC(c2ccccc2)Oc2ccc(O)cc21. Yields the product ON=C1CC(c2ccccc2)Oc2ccc(O)cc21. As a reaction SMILES: [CH3:25][CH2:26][OH:27].[ClH:21].[ClH:24].[NH2:22][OH:23].[Na+:2].[OH-:1].[OH2:28].[OH:3][c:4]1[cH:5][cH:6][c:7]2[c:13]([cH:14]1)[C:11](=[O:12])[CH2:10][CH:9]([c:15]1[cH:16][cH:17][cH:18][cH:19][cH:20]1)[O:8]2>>[OH:1][N:22]=[C:11]1[CH2:10][CH:9]([c:15]2[cH:16][cH:17][cH:18][cH:19][cH:20]2)[O:8][c:7]2[cH:6][cH:5][c:4]([OH:3])[cH:14][c:13]21.